This data is from the Open Reaction Database (ORD), a public repository of structured organic reaction records. The task is: describe an organic reaction: reactants, conditions, products, and yield Reactants: Cl (hydrochloric acid), C1(=CC=C(C=C1)C=1NNC(C1)=O)C1=CC=CC=C1 (3-(4-biphenylyl)-pyrazolin-5-one), [Mg] (magnesium), CI (methyl iodide). Run in C1CCOC1 (THF), C1CCOC1 (THF). Product: C1(=CC=C(C=C1)C1(NNC(C1)=O)C)C1=CC=CC=C1 (3-(4-biphenylyl)-3-methyl-pyrazolidin-5-one). RXN SMILES: [C:1]1([C:13]2[CH:18]=[CH:17][CH:16]=[CH:15][CH:14]=2)[CH:6]=[CH:5][C:4]([C:7]2[NH:8][NH:9][C:10](=[O:12])[CH:11]=2)=[CH:3][CH:2]=1.[Mg].[CH3:20]I.Cl>C1COCC1>[C:1]1([C:13]2[CH:14]=[CH:15][CH:16]=[CH:17][CH:18]=2)[CH:6]=[CH:5][C:4]([C:7]2([CH3:20])[CH2:11][C:10](=[O:12])[NH:9][NH:8]2)=[CH:3][CH:2]=1. Procedure: A solution of 23.6 g of 3-(4-biphenylyl)-pyrazolin-5-one [obtainable from 3-(4-biphenylyl)-3-oxopropionic acid ethyl ester and hydrazine] in 400 ml of THF is added dropwise, while stirring and cooling, to a Grignard solution prepared from 4.8 g of magnesium and 28.4 g of methyl iodide in 800 ml of absolute THF. After stirring for 2 hours at 10°-25°, the mixture is decomposed with ice and dilute hydrochloric acid and worked up in the usual manner to give 3-(4-biphenylyl)-3-methyl-pyrazolidin-5-on... Reactants: C(C)(=O)C1=CC=C(C=C1)N1C[C@H](CC1)N[C@H](C)C1=CC=CC2=CC=CC=C12 ((S)-1-(4-acetylphenyl)pyrrolidin-3-yl-[(R)-1-(naphthalen-1-yl)ethyl]amine), COC=1C=C(C=CC1)[C@@H](C)N[C@@H]1CN(CC1)CC1=CC(=CC=C1)C(F)(F)F ((R)-1-(3-methoxyphenyl)ethyl-[(S)-1-(3-trifluoromethylbenzyl)pyrrolidin-3-yl]amine), solution, Cl (hydrochloric acid). Run in C(C)(=O)OCC (ethyl acetate), C(C)(=O)OCC (ethyl acetate). Product: Cl.Cl.COC=1C=C(C=CC1)[C@@H](C)N[C@@H]1CN(CC1)CC1=CC(=CC=C1)C(F)(F)F ((R)-1-(3-methoxyphenyl)ethyl-[(S)-1-(3-trifluoromethylbenzyl)pyrrolidin-3-yl]amine dihydrochloride). Reaction SMILES: C(C1C=CC(N2CC[C@H](N[C@@H](C3C4C(=CC=CC=4)C=CC=3)C)C2)=CC=1)(=O)C.[CH3:28][O:29][C:30]1[CH:31]=[C:32]([C@H:36]([NH:38][C@H:39]2[CH2:43][CH2:42][N:41]([CH2:44][C:45]3[CH:50]=[CH:49][CH:48]=[C:47]([C:51]([F:54])([F:53])[F:52])[CH:46]=3)[CH2:40]2)[CH3:37])[CH:33]=[CH:34][CH:35]=1.[ClH:55]>C(OCC)(=O)C>[ClH:55].[ClH:55].[CH3:28][O:29][C:30]1[CH:31]=[C:32]([C@H:36]([NH:38][C@H:39]2[CH2:43][CH2:42][N:41]([CH2:44][C:45]3[CH:50]=[CH:49][CH:48]=[C:47]([C:51]([F:53])([F:54])[F:52])[CH:46]=3)[CH2:40]2)[CH3:37])[CH:33]=[CH:34][CH:35]=1 |f:4.5.6|. Procedure details: To a suspension of 176 mg of (S)-3-[(R)-1-(3-methoxyphenyl)ethylamino]pyrrolidine dihydrochloride, 110 mg of (3-trifluoromethyl)benzaldehyde and 636 mg of sodium triacetoxyborohydride in 10 ml of methylene chloride was added several drops of acetic acid, and the mixture was stirred at room temperature for 16 hours. To the reaction mixture were added a saturated aqueous sodium bicarbonate solution and chloroform, the mixture was stirred and the liquids were separated. The organic layer was dried,...